From a dataset of the Open Reaction Database (ORD), a public repository of structured organic reaction records. describe an organic reaction: reactants, conditions, products, and yield Starting materials: CC(=O)N1CCC(C(=O)O)CC1, COc1ccc(C(=O)N(C)C2CCNCC2c2ccc(Cl)c(Cl)c2)cc1, Cl. The product is COc1ccc(C(=O)N(C)C2CCN(C(=O)C3CCN(C(C)=O)CC3)CC2c2ccc(Cl)c(Cl)c2)cc1. As a reaction SMILES: [C:28]([CH3:29])(=[O:30])[N:31]1[CH2:32][CH2:33][CH:34]([C:37](=[O:38])[OH:39])[CH2:35][CH2:36]1.[Cl:2][c:3]1[cH:4][c:5]([CH:10]2[CH2:11][NH:12][CH2:13][CH2:14][CH:15]2[N:16]([C:17]([c:18]2[cH:19][cH:20][c:21]([O:24][CH3:25])[cH:22][cH:23]2)=[O:26])[CH3:27])[cH:6][cH:7][c:8]1[Cl:9].[ClH:1]>>[Cl:2][c:3]1[cH:4][c:5]([CH:10]2[CH2:11][N:12]([C:37]([CH:34]3[CH2:33][CH2:32][N:31]([C:28]([CH3:29])=[O:30])[CH2:36][CH2:35]3)=[O:38])[CH2:13][CH2:14][CH:15]2[N:16]([C:17]([c:18]2[cH:19][cH:20][c:21]([O:24][CH3:25])[cH:22][cH:23]2)=[O:26])[CH3:27])[cH:6][cH:7][c:8]1[Cl:9]. The reactants are FC(OC=1C=C(C=CC1)NC1=NC=CC=C1C1=NC(=NC(=N1)C)N(CC1=CC=C(C=C1)OC)CC1=CC=C(C=C1)OC)F (4-(2-(3-(difluoromethoxy)phenylamino)pyridin-3-yl)-N,N-bis(4-methoxybenzyl)-6-methyl-1,3,5-triazin-2-amine), crude product. Run in C(=O)(C(F)(F)F)O (TFA), CS(=O)C (DMSO). Yields the product FC(OC=1C=C(C=CC1)NC1=NC=CC=C1C1=NC(=NC(=N1)C)N)F (4-(2-(3-(difluoromethoxy)phenylamino)pyridin-3-yl)-6-methyl-1,3,5-triazin-2-amine). Yield: 3.4%. RXN SMILES: [F:1][CH:2]([F:43])[O:3][C:4]1[CH:5]=[C:6]([NH:10][C:11]2[C:16]([C:17]3[N:22]=[C:21]([CH3:23])[N:20]=[C:19]([N:24](CC4C=CC(OC)=CC=4)CC4C=CC(OC)=CC=4)[N:18]=3)=[CH:15][CH:14]=[CH:13][N:12]=2)[CH:7]=[CH:8][CH:9]=1>C(O)(C(F)(F)F)=O.CS(C)=O>[F:43][CH:2]([F:1])[O:3][C:4]1[CH:5]=[C:6]([NH:10][C:11]2[C:16]([C:17]3[N:22]=[C:21]([CH3:23])[N:20]=[C:19]([NH2:24])[N:18]=3)=[CH:15][CH:14]=[CH:13][N:12]=2)[CH:7]=[CH:8][CH:9]=1. Reported procedure: A solution of 4-(2-(3-(difluoromethoxy)phenylamino)pyridin-3-yl)-N,N-bis(4-methoxybenzyl)-6-methyl-1,3,5-triazin-2-amine (0.121 g, 0.207 mmol) in TFA (8.0 mL) (Aldrich) was heated at 80° C. overnight using a hotplate and a metal heating block. The crude product was dissolved in 2.5 mL of DMSO, and was purified by reversed phase chromatography (Gilson; 10-90% CH3CN in water with TFA additive: 0.1% v/v in each solvent). The fractions were combined and the CH3CN was removed. DCM was added and the w...